From a dataset of the Open Reaction Database (ORD), a public repository of structured organic reaction records. describe an organic reaction: reactants, conditions, products, and yield Starting materials: BrC=1C=CC(=C(C(=O)NC=2C(=C(C(=O)OC)C=CC2C)C)C1)C (methyl 3-[(5-bromo-2-methyl-benzoyl)amino]-2,4-dimethyl-benzoate), C(C)(C)(C)[Si](OC1CNCCC1)(C)C (tert-butyl-dimethyl-(3-piperidyloxy)silane), C(=O)([O-])[O-].[Cs+].[Cs+] (Cs2CO3), COC=1C=CC=C(C1C=2C=CC=CC2P(C3CCCCC3)C4CCCCC4)OC (S-Phos). Reagents/catalysts: C=1C=CC(=CC1)/C=C/C(=O)/C=C/C2=CC=CC=C2.C=1C=CC(=CC1)/C=C/C(=O)/C=C/C2=CC=CC=C2.C=1C=CC(=CC1)/C=C/C(=O)/C=C/C2=CC=CC=C2.[Pd].[Pd] (Pd2(dba)3). Run in O1CCOCC1 (1,4-dioxane). Run at temperature 100 celsius, time 16 hour. The product is [Si](C)(C)(C(C)(C)C)OC1CN(CCC1)C=1C=CC(=C(C(=O)NC=2C(=C(C(=O)OC)C=CC2C)C)C1)C (methyl 3-[[5-[3-[tert-butyl(dimethyl)silyl]oxy-1-piperidyl]-2-methyl-benzoyl]amino]-2,4-dimethyl-benzoate). The yield is 59.3%. RXN SMILES: Br[C:2]1[CH:3]=[CH:4][C:5]([CH3:23])=[C:6]([CH:22]=1)[C:7]([NH:9][C:10]1[C:11]([CH3:21])=[C:12]([CH:17]=[CH:18][C:19]=1[CH3:20])[C:13]([O:15][CH3:16])=[O:14])=[O:8].[C:24]([Si:28]([CH3:37])([CH3:36])[O:29][CH:30]1[CH2:35][CH2:34][CH2:33][NH:32][CH2:31]1)([CH3:27])([CH3:26])[CH3:25].C([O-])([O-])=O.[Cs+].[Cs+].COC1C=CC=C(OC)C=1C1C=CC=CC=1P(C1CCCCC1)C1CCCCC1>O1CCOCC1.C1C=CC(/C=C/C(/C=C/C2C=CC=CC=2)=O)=CC=1.C1C=CC(/C=C/C(/C=C/C2C=CC=CC=2)=O)=CC=1.C1C=CC(/C=C/C(/C=C/C2C=CC=CC=2)=O)=CC=1.[Pd].[Pd]>[Si:28]([O:29][CH:30]1[CH2:35][CH2:34][CH2:33][N:32]([C:2]2[CH:3]=[CH:4][C:5]([CH3:23])=[C:6]([CH:22]=2)[C:7]([NH:9][C:10]2[C:11]([CH3:21])=[C:12]([CH:17]=[CH:18][C:19]=2[CH3:20])[C:13]([O:15][CH3:16])=[O:14])=[O:8])[CH2:31]1)([C:24]([CH3:27])([CH3:26])[CH3:25])([CH3:37])[CH3:36] |f:2.3.4,7.8.9.10.11|. Procedure: To a solution of methyl 3-[(5-bromo-2-methyl-benzoyl)amino]-2,4-dimethyl-benzoate (0.5 g, 1.32 mmol), tert-butyl-dimethyl-(3-piperidyloxy)silane (0.425 g, 1.98 mmol) and Cs2CO3 (1.28 g, 3.96 mmol) in 1,4-dioxane (15 ml) is added Pd2(dba)3 (0.12 g, 0.132 mmol) followed by S-Phos (0.054 g, 0.132 mmol). The reaction mixture is purged with nitrogen for 5 minutes and then heated at 100° C. After 16 hours, the reaction is cooled to ambient temperature, filtered through Celite™, and washed with EtOAc. ... The reactants are [OH-].[K+] (potassium hydroxide), Cl (hydrochloric acid), C([O-])(O)=O (bicarbonate), COC(CN1C(C(C1SCC=C)CC)=O)=O (Methyl-(4-allylthio-3-ethylazetidin-2-on-1-yl)acetate), Cl (hydrochloric acid), C([O-])(O)=O.[Na+] (sodium bicarbonate). Run in C(C)O (ethanol), O (water), ClCCl (dichloromethane), C(C)O (ethanol), O (water), ClCCl (dichloromethane), ClCCl (dichloromethane). The product is C(C=C)SC1C(C(N1CC(=O)O)=O)CC ((4-Allylthio-3-ethylazetidin-2-on-1-yl)acetic acid). Reaction SMILES: C[O:2][C:3](=[O:16])[CH2:4][N:5]1[CH:8]([S:9][CH2:10][CH:11]=[CH2:12])[CH:7]([CH2:13][CH3:14])[C:6]1=[O:15].[OH-].[K+].Cl.C(=O)(O)[O-].[Na+].C(=O)(O)[O-]>C(O)C.O.ClCCl>[CH2:10]([S:9][CH:8]1[N:5]([CH2:4][C:3]([OH:16])=[O:2])[C:6](=[O:15])[CH:7]1[CH2:13][CH3:14])[CH:11]=[CH2:12] |f:1.2,4.5|. Reported procedure: To a solution of 3 g of Methyl-(4-allylthio-3-ethylazetidin-2-on-1-yl)acetate in 10 ml of absolute ethanol was added, at room temperature and dropwise over 5 minutes, a solution of 0.90 g of potassium hydroxide in a mixture of 12 ml of ethanol and 1 ml of water. The resulting solution was then poured into 10 ml of dichloromethane, 13 ml of 2M hydrochloric acid and 20 ml of water were added, and the organic phase was separated. The aqueous phase was extracted twice with dichloromethane, and then ... Reactants: C(C)(=O)OCC1=C(C=C(C=C1N1C(C=2N(C=3CCCCC3C2)CC1)=O)F)N1C(C=2N(C=3CCCCC3C2)CC1)=O (4-fluoro-2-(1-oxo-3,4,6,7,8,9-hexahydropyrazino[1,2-a]indol-2(1H)-yl)-6-(1-oxo-3,4,6,7,8,9-hexahydropyrazino[1,2-a]indol-2(1H)-yl)benzyl acetate), COCCOC (1,2-dimethoxyethane), BrC=1C=C(C(N(C1)C)=O)NC1=NC=C(C=C1)C1N(CCC1)C (5-Bromo-1-methyl-3-(5-(1-methylpyrrolidin-2-yl)pyridin-2-ylamino)pyridin-2(1H)-one), C([O-])([O-])=O.[Na+].[Na+] (sodium carbonate). The reagents and catalysts are C=1C=CC(=CC1)[P](C=2C=CC=CC2)(C=3C=CC=CC3)[Pd]([P](C=4C=CC=CC4)(C=5C=CC=CC5)C=6C=CC=CC6)([P](C=7C=CC=CC7)(C=8C=CC=CC8)C=9C=CC=CC9)[P](C=1C=CC=CC1)(C=1C=CC=CC1)C=1C=CC=CC1 (tetrakis(triphenylphosphine)palladium(0)). The solvent is C(Cl)Cl.CO (methylene chloride methanol). Yields the product C(C)(=O)OCC1=C(C=C(C=C1N1C(C=2N(C=3CCCCC3C2)CC1)=O)F)C1=CN(C(C(=C1)NC1=NC=C(C=C1)C1N(CCC1)C)=O)C (4-fluoro-2-(1-methyl-5-(5-(1-methylpyrrolidin-2-yl)pyridin-2-ylamino)-6-oxo-1,6-dihydropyridin-3-yl)-6-(1-oxo-3,4,6,7,8,9-hexahydropyrazino[1,2-a]indol-2(1H)-yl)benzyl acetate). Yield: 62.6%. As a reaction SMILES: [C:1]([O:4][CH2:5][C:6]1[C:11](N2CCN3C4CCCCC=4C=C3C2=O)=[CH:10][C:9]([F:26])=[CH:8][C:7]=1[N:27]1[CH2:39][CH2:38][N:30]2[C:31]3[CH2:32][CH2:33][CH2:34][CH2:35][C:36]=3[CH:37]=[C:29]2[C:28]1=[O:40])(=[O:3])[CH3:2].Br[C:42]1[CH:43]=[C:44]([NH:50][C:51]2[CH:56]=[CH:55][C:54]([CH:57]3[CH2:61][CH2:60][CH2:59][N:58]3[CH3:62])=[CH:53][N:52]=2)[C:45](=[O:49])[N:46]([CH3:48])[CH:47]=1.C(=O)([O-])[O-].[Na+].[Na+].COCCOC>C1C=CC([P]([Pd]([P](C2C=CC=CC=2)(C2C=CC=CC=2)C2C=CC=CC=2)([P](C2C=CC=CC=2)(C2C=CC=CC=2)C2C=CC=CC=2)[P](C2C=CC=CC=2)(C2C=CC=CC=2)C2C=CC=CC=2)(C2C=CC=CC=2)C2C=CC=CC=2)=CC=1.C(Cl)Cl.CO>[C:1]([O:4][CH2:5][C:6]1[C:7]([N:27]2[CH2:39][CH2:38][N:30]3[C:35]4[CH2:34][CH2:33][CH2:32][CH2:31][C:36]=4[CH:37]=[C:29]3[C:28]2=[O:40])=[CH:8][C:9]([F:26])=[CH:10][C:11]=1[C:42]1[CH:43]=[C:44]([NH:50][C:51]2[CH:56]=[CH:55][C:54]([CH:57]3[CH2:61][CH2:60][CH2:59][N:58]3[CH3:62])=[CH:53][N:52]=2)[C:45](=[O:49])[N:46]([CH3:48])[CH:47]=1)(=[O:3])[CH3:2] |f:2.3.4,7.8,^1:78,80,99,118|. Procedure details: Following Example 121b, 4-fluoro-2-(1-oxo-3,4,6,7,8,9-hexahydropyrazino[1,2-a]indol-2(1H)-yl)-6-(4,4,5,5-tetramethyl-1,3,2-dioxaborolan-2-yl)benzyl acetate 210d (338 mg, 0.7 mmol), 202a (181 mg, 0.5 mmol), 1M sodium carbonate solution (2 mL, 2 mmol), tetrakis(triphenylphosphine)palladium(0) (29 mg, 0.025 mmol) and 1,2-dimethoxyethane (5 mL) were reacted. Work-up and flash column chromatography (silica, 3:1 methylene chloride/methanol) give a mixture (200 mg) of 4-fluoro-2-(1-methyl-5-(5-(1-methy...